Dataset: the Open Reaction Database (ORD), a public repository of structured organic reaction records. Task: describe an organic reaction: reactants, conditions, products, and yield Starting materials: O[Li].O (LiOH.H2O), O[Li].O (LiOH.H2O), COC(CC1=C(CCC2=NC(=NC=C2C(F)(F)F)NC2=CC=C(C=C2)C2CN(C2)C(=O)OC(C)(C)C)C=CC=C1)=O (tert-butyl 3-(4-((4-(2-(2-methoxy-2-oxoethyl)phenethyl)-5-(trifluoromethyl)pyrimidin-2-yl)amino)phenyl)azetidine-1-carboxylate), CCOC(=O)C (EtOAc). The solvent is C1CCOC1 (THF), CO (MeOH), O (water). Run at temperature 40 celsius, time 20 hour. The product is C(C)(C)(C)OC(=O)N1CC(C1)C1=CC=C(C=C1)NC1=NC=C(C(=N1)CCC1=C(C=CC=C1)CC(=O)O)C(F)(F)F (2-(2-(2-(2-((4-(1-(tert-Butoxycarbonyl)azetidin-3-yl)phenyl)amino)-5-(trifluoromethyl)pyrimidin-4-yl)ethyl)phenyl)acetic acid), oil. Isolated yield 98.0%. RXN SMILES: O[Li].O.C[O:5][C:6](=[O:44])[CH2:7][C:8]1[CH:43]=[CH:42][CH:41]=[CH:40][C:9]=1[CH2:10][CH2:11][C:12]1[C:17]([C:18]([F:21])([F:20])[F:19])=[CH:16][N:15]=[C:14]([NH:22][C:23]2[CH:28]=[CH:27][C:26]([CH:29]3[CH2:32][N:31]([C:33]([O:35][C:36]([CH3:39])([CH3:38])[CH3:37])=[O:34])[CH2:30]3)=[CH:25][CH:24]=2)[N:13]=1.CCOC(C)=O>C1COCC1.CO.O>[C:36]([O:35][C:33]([N:31]1[CH2:32][CH:29]([C:26]2[CH:25]=[CH:24][C:23]([NH:22][C:14]3[N:13]=[C:12]([CH2:11][CH2:10][C:9]4[CH:40]=[CH:41][CH:42]=[CH:43][C:8]=4[CH2:7][C:6]([OH:44])=[O:5])[C:17]([C:18]([F:19])([F:21])[F:20])=[CH:16][N:15]=3)=[CH:28][CH:27]=2)[CH2:30]1)=[O:34])([CH3:39])([CH3:37])[CH3:38] |f:0.1|. Procedure details: LiOH.H2O (0.219 g, 9.131 mmol) was added to a solution of tert-butyl 3-(4-((4-(2-(2-methoxy-2-oxoethyl)phenethyl)-5-(trifluoromethyl)pyrimidin-2-yl)amino)phenyl)azetidine-1-carboxylate (A80) (0.521 g, 0.913 mmol) in THF (10 mL), MeOH (1 mL) and water (1 mL) and the resulting mixture stirred at 40° C. for 20 hours. Additional LiOH.H2O (0.087 g, 3.65 mmol) was added and the mixture heated at 40° C. for a further 24 hours. The volatiles were removed in vacuo and the residue was diluted with 10% cit... Reactants: C(C)OC(CNC(C(C)(C)C)=O)=O ((2,2-dimethyl-propionylamino)-acetic acid ethyl ester), C[Si]([N-][Si](C)(C)C)(C)C.[Li+] (lithium hexamethyldisilazide), C(C=C)Br (allyl bromide). Run in C1CCOC1 (THF), C1CCOC1 (THF). Product: C(C)OC(C(CC=C)NC(C(C)(C)C)=O)=O (2-(2,2-Dimethyl-propionylamino)-pent-4-enoic acid ethyl ester). As a reaction SMILES: [CH2:1]([O:3][C:4](=[O:13])[CH2:5][NH:6][C:7](=[O:12])[C:8]([CH3:11])([CH3:10])[CH3:9])[CH3:2].C[Si](C)(C)[N-][Si](C)(C)C.[Li+].[CH2:24](Br)[CH:25]=[CH2:26]>C1COCC1>[CH2:1]([O:3][C:4](=[O:13])[CH:5]([NH:6][C:7](=[O:12])[C:8]([CH3:9])([CH3:11])[CH3:10])[CH2:26][CH:25]=[CH2:24])[CH3:2] |f:1.2|. Procedure: 13.06 g of the above prepared (2,2-dimethyl-propionylamino)-acetic acid ethyl ester (69.75 mmol) was dissolved in 350 ml of abs. THF and cooled down to −78°. 146 ml of 1M lithium hexamethyldisilazide in THF (2.1 eq.) were slowly added via dropping funnel. After keeping the yellow suspension for 30 Min. at −78°, 6.491 ml of allyl bromide (1.1 eq.) was added and stirring continued for 15 Min. at the same temperature and for 40 Min. at 0°. Pouring of the homogeneous reaction mixture onto crashed ic... The reactants are CC1(C(OC2=C1C(=C(C(=C2C)C)O)C)(C)C)C2=CC=C(C=C2)C(C)C (methyl 3-(4-isopropylphenyl)-2,2,4,6,7-pentamethyl-2,3-dihydrobenzofuran-5-ol), BrCC1=CC(=C(C(=O)OC)C=C1)C (methyl 4-(bromomethyl)methylbenzoate). The product is C(C)(C)C1=CC=C(C=C1)C1C(OC2=C1C(=C(C(=C2C)C)OCC2=CC=C(C(=O)OC)C=C2)C)(C)C (Methyl 4-[[3-(4-isopropylphenyl)-2,2,4,6,7-pentamethyl-2,3-dihydrobenzofuran-5-yl]oxymethyl]benzoate). Isolated yield 82.0%. As a reaction SMILES: C[C:2]1([C:17]2[CH:22]=[CH:21][C:20]([CH:23]([CH3:25])[CH3:24])=[CH:19][CH:18]=2)[C:6]2[C:7]([CH3:14])=[C:8]([OH:13])[C:9]([CH3:12])=[C:10]([CH3:11])[C:5]=2[O:4][C:3]1([CH3:16])[CH3:15].Br[CH2:27][C:28]1[CH:37]=[CH:36][C:31]([C:32]([O:34][CH3:35])=[O:33])=[C:30](C)[CH:29]=1>>[CH:23]([C:20]1[CH:21]=[CH:22][C:17]([CH:2]2[C:6]3[C:7]([CH3:14])=[C:8]([O:13][CH2:27][C:28]4[CH:29]=[CH:30][C:31]([C:32]([O:34][CH3:35])=[O:33])=[CH:36][CH:37]=4)[C:9]([CH3:12])=[C:10]([CH3:11])[C:5]=3[O:4][C:3]2([CH3:16])[CH3:15])=[CH:18][CH:19]=1)([CH3:25])[CH3:24]. Procedure details: Using methyl 3-(4-isopropylphenyl)-2,2,4,6,7-pentamethyl-2,3-dihydrobenzofuran-5-ol and methyl 4-(bromomethyl)methylbenzoate, the title compound was obtained in the same manner as in Example 1. The reactants are C1(CC1)CN1CCN(CC1)[C@H]1CC[C@H](CC1)N ((cis)-4-[4-(cyclopropylmethyl)piperazin-1-yl]cyclohexanamine), C(C)[C@@H]1C(N(C=2C=NC(=NC2N1C(C)C)NC=1C=CC(=C2CCOC21)C(=O)O)C)=O (7-[[(7R)-7-ethyl-8-isopropyl-5-methyl-6-oxo-7H-pteridin-2-yl]amino]-2,3-dihydrobenzofuran-4-carboxylic acid), F[B-](F)(F)F.N1(N=NC2=C1C=CC=C2)OC(=[N+](C)C)N(C)C (O-(benzotriazol-1-yl)-N,N,N′,N′-tetra methyluronium tetrafluoroborate), C(C)(C)N(CC)C(C)C (diisopropylethylamine), N (ammonia). Solvent: ClCCl (dichloromethane). Conditions: time 2 hour. Yields the product C1(CC1)CN1CCN(CC1)[C@H]1CC[C@H](CC1)NC(=O)C=1C=CC(=C2C1CCO2)NC2=NC=1N([C@@H](C(N(C1C=N2)C)=O)CC)C(C)C (N-[(cis)-4-[4-(cyclopropylmethyl)piperazin-1-yl]cyclohexyl]-7-[[(7R)-7-ethyl-8-isopropyl-5-methyl-6-oxo-7H-pteridin-2-yl]amino]-2,3-dihydrobenzofuran-4-carboxamide). The yield is 37.6%. Reaction SMILES: [CH:1]1([CH2:4][N:5]2[CH2:10][CH2:9][N:8]([C@@H:11]3[CH2:16][CH2:15][C@H:14]([NH2:17])[CH2:13][CH2:12]3)[CH2:7][CH2:6]2)[CH2:3][CH2:2]1.[CH2:18]([C@H:20]1[N:29]([CH:30]([CH3:32])[CH3:31])[C:28]2[N:27]=[C:26]([NH:33][C:34]3[CH:35]=[CH:36][C:37]([C:43](O)=[O:44])=[C:38]4[C:42]=3[O:41][CH2:40][CH2:39]4)[N:25]=[CH:24][C:23]=2[N:22]([CH3:46])[C:21]1=[O:47])[CH3:19].F[B-](F)(F)F.N1(OC(N(C)C)=[N+](C)C)C2C=CC=CC=2N=N1.C(N(C(C)C)CC)(C)C.N>ClCCl>[CH:1]1([CH2:4][N:5]2[CH2:10][CH2:9][N:8]([C@@H:11]3[CH2:16][CH2:15][C@H:14]([NH:17][C:43]([C:37]4[CH:36]=[CH:35][C:34]([NH:33][C:26]5[N:25]=[CH:24][C:23]6[N:22]([CH3:46])[C:21](=[O:47])[C@@H:20]([CH2:18][CH3:19])[N:29]([CH:30]([CH3:31])[CH3:32])[C:28]=6[N:27]=5)=[C:42]5[O:41][CH2:40][CH2:39][C:38]=45)=[O:44])[CH2:13][CH2:12]3)[CH2:7][CH2:6]2)[CH2:2][CH2:3]1 |f:2.3|. Procedure details: (cis)-4-[4-(Cyclopropylmethyl)piperazin-1-yl]cyclohexanamine 12e (577 mg, 2.43 mmol), 7-[[(7R)-7-ethyl-8-isopropyl-5-methyl-6-oxo-7H-pteridin-2-yl]amino]-2,3-dihydrobenzofuran-4-carboxylic acid 22f (1 g, 2.43 mmol), O-(benzotriazol-1-yl)-N,N,N′,N′-tetra methyluronium tetrafluoroborate (780 mg, 2.43 mmol) and diisopropylethylamine (690 mg, 5.35 mmol) were dissolved in 40 mL of dichloromethane. The reaction mixture was stirred for 2 hours. The resulting solution was added with 50 mL of aqueous amm... Reactants: ClC1=C(C=C(C(=C1)F)[N+](=O)[O-])F (1-Chloro-2,5-difluoro-4-nitrobenzene), C(C)NCC (diethylamine), C1(CC1)N (cyclopropylamine). The solvent is O (water). Reaction conditions: time 16 hour. Product: ClC=1C(=CC(=C(NC2CC2)C1)[N+](=O)[O-])F (5-chloro-N-cyclopropyl-4-fluoro-2-nitroaniline). The yield is 79.9%. Reaction SMILES: [Cl:1][C:2]1[CH:7]=[C:6](F)[C:5]([N+:9]([O-:11])=[O:10])=[CH:4][C:3]=1[F:12].C(NCC)C.[CH:18]1([NH2:21])[CH2:20][CH2:19]1>O>[Cl:1][C:2]1[C:3]([F:12])=[CH:4][C:5]([N+:9]([O-:11])=[O:10])=[C:6]([CH:7]=1)[NH:21][CH:18]1[CH2:20][CH2:19]1. Reported procedure: 1-Chloro-2,5-difluoro-4-nitrobenzene (3.69 g, 19 mmol) is treated at 0° with diethylamine (2.3 g, 23 mmol) and cyclopropylamine (1.3 g, 23 mmol). After 1 hour at 0° the suspension obtained is stirred at 25° for 16 hours. The reaction mixture is taken up in water (150 ml) and extracted with ethyl acetate. The organic phase is washed with 10 percent sodium chloride solution and dried over magnesium sulfate. After distillation of the solvent the residue is recrystallized from ethanol (50 ml). There... Reactants: CCO, CC(C)Oc1cccc(C23CC(CC(N4C(=O)c5ccccc5C4=O)C2)N(CCCc2ccccc2)CC3C)c1, NN. The product is CC(C)Oc1cccc(C23CC(N)CC(C2)N(CCCc2ccccc2)CC3C)c1. As a reaction SMILES: [CH3:43][CH2:44][OH:45].[CH:1]([CH3:2])([CH3:3])[O:4][c:5]1[cH:6][c:7]([C:11]23[CH:12]([CH3:40])[CH2:13][N:14]([CH2:31][CH2:32][CH2:33][c:34]4[cH:35][cH:36][cH:37][cH:38][cH:39]4)[CH:15]([CH2:16][CH:17]([N:19]4[C:20](=[O:21])[c:22]5[c:23]([cH:24][cH:25][cH:26][cH:27]5)[C:28]4=[O:29])[CH2:18]2)[CH2:30]3)[cH:8][cH:9][cH:10]1.[NH2:41][NH2:42]>>[CH:1]([CH3:2])([CH3:3])[O:4][c:5]1[cH:6][c:7]([C:11]23[CH:12]([CH3:40])[CH2:13][N:14]([CH2:31][CH2:32][CH2:33][c:34]4[cH:35][cH:36][cH:37][cH:38][cH:39]4)[CH:15]([CH2:16][CH:17]([NH2:19])[CH2:18]2)[CH2:30]3)[cH:8][cH:9][cH:10]1.